describe an organic reaction: reactants, conditions, products, and yield From a dataset of the Open Reaction Database (ORD), a public repository of structured organic reaction records. Reactants: BrC=1C=C(C=NC1Cl)OC[C@@H]1N(CCC1)C(=O)OC(C)(C)C (5-bromo-6-chloro-3-(1-BOC-2-(R)-pyrrolidinylmethoxy)pyridine), C=O (formalin). The solvent is C(=O)O (formic acid). Conditions: temperature 70 celsius. The product is Cl.BrC=1C=C(C=NC1Cl)OC[C@@H]1N(CCC1)C (5-bromo-6-chloro-3-(1-methyl-2-(R)-pyrrolidinylmethoxy)pyridine hydrochloride). The yield is 119.1%. RXN SMILES: [Br:1][C:2]1[CH:3]=[C:4]([O:9][CH2:10][C@H:11]2[CH2:15][CH2:14][CH2:13][N:12]2[C:16](OC(C)(C)C)=O)[CH:5]=[N:6][C:7]=1[Cl:8].C=O>C(O)=O>[ClH:8].[Br:1][C:2]1[CH:3]=[C:4]([O:9][CH2:10][C@H:11]2[CH2:15][CH2:14][CH2:13][N:12]2[CH3:16])[CH:5]=[N:6][C:7]=1[Cl:8] |f:3.4|. Procedure: To 5-bromo-6-chloro-3-(1-BOC-2-(R)-pyrrolidinylmethoxy)pyridine from step 69a (210 mg, 0.54 mmol) was added formalin (37%, 7 mL) and formic acid (3.5 mL), and the mixture was heated at 70° C. for 2.5 hours. The solvent was concentrated, and solid NaHCO3 was added to the residue. At pH 8 the mixture was extracted with CH2Cl2, which was dried over MgSO4 and concentrated. The residue was chromatographed on a silica gel column, eluting with CH2Cl2 :MeOH 100:5-100:10 to afford to give the free base o... The reactants are O(C1=CC=CC=C1)CCCOC=1C=C(C(C(=O)OC)=CC1)C(=O)OC (dimethyl 4-(3-phenoxypropoxy)phthalate), C(C)#N (acetonitrile), [H-].[Na+] (sodium hydride). Solvent: CCOCC (ether). Conditions: time 6 hour. Yields the product C(#N)C1C(C2=CC=C(C=C2C1=O)OCCCOC1=CC=CC=C1)=O (2-Cyano-5-(3-phenoxypropoxy)indan-1,3-dione). Isolated yield 86.0%. Reaction SMILES: [O:1]([CH2:8][CH2:9][CH2:10][O:11][C:12]1[CH:13]=[C:14]([C:22]([O:24]C)=O)[C:15](=[CH:20][CH:21]=1)[C:16]([O:18]C)=O)[C:2]1[CH:7]=[CH:6][CH:5]=[CH:4][CH:3]=1.[C:26](#[N:28])[CH3:27].[H-].[Na+]>CCOCC>[C:26]([CH:27]1[C:22](=[O:24])[C:14]2[C:15](=[CH:20][CH:21]=[C:12]([O:11][CH2:10][CH2:9][CH2:8][O:1][C:2]3[CH:3]=[CH:4][CH:5]=[CH:6][CH:7]=3)[CH:13]=2)[C:16]1=[O:18])#[N:28] |f:2.3|. Procedure: A mixture of dimethyl 4-(3-phenoxypropoxy)phthalate (6.5 g; 0.019 mole), acetonitrile (10 ml) and sodium hydride (0.69 g of 100%) was stirred at 100° for 6 hours and dry ether added to the cooled yellow product. The solid which separated was filtered off, dissolved in water and the solution strongly acidified with concentrated hydrochloric acid. Filtration of the precipitated solid gave the title compound which recrystallised from ethanol dilute hydrochloric acid with mp 148°-150° (dec) and in 8... Starting materials: COC(=O)CC(=O)[O-], O=C(c1ncc[nH]1)c1ncc[nH]1, CC[O-], CO, CC[O-], [Mg+2], [Mg], C1CCOC1, O=C(O)c1cccs1. Product: COC(=O)CC(=O)c1cccs1. Reaction SMILES: [C:1]([CH2:2][C:3](=[O:4])[O-:5])(=[O:6])[O:7][CH3:8].[C:24]([c:25]1[nH:26][cH:27][cH:28][n:29]1)([c:30]1[nH:31][cH:32][cH:33][n:34]1)=[O:35].[CH3:13][CH2:14][O-:15].[CH3:37][OH:38].[CH3:9][CH2:10][O-:11].[Mg+2:12].[Mg:36].[O:39]1[CH2:40][CH2:41][CH2:42][CH2:43]1.[s:16]1[c:17]([C:21]([OH:22])=[O:23])[cH:18][cH:19][cH:20]1>>[C:1]([CH2:2][C:3](=[O:4])[c:17]1[s:16][cH:20][cH:19][cH:18]1)(=[O:6])[O:7][CH3:8]. Starting materials: ClC1=C(C=C(C=C1)[N+](=O)[O-])[N+](=O)[O-] (1-chloro-2,4-dinitrobenzene), C([O-])([O-])=O.[Na+].[Na+] (sodium carbonate), C(CCCCCCCCCCCCCCCCC)NCCCCCCCCCCCCCCCCCC (dioctadecylamine), CN(C=O)C (dimethylformamide). Run in O (water). Product: C(CCCCCCCCCCCCCCCCC)N(C1=C(C=C(C=C1)[N+](=O)[O-])[N+](=O)[O-])CCCCCCCCCCCCCCCCCC (N,N-dioctadecyl-2,4-dinitrobenzenamine). The yield is 87.2%. As a reaction SMILES: Cl[C:2]1[CH:7]=[CH:6][C:5]([N+:8]([O-:10])=[O:9])=[CH:4][C:3]=1[N+:11]([O-:13])=[O:12].C(=O)([O-])[O-].[Na+].[Na+].[CH2:20]([NH:38][CH2:39][CH2:40][CH2:41][CH2:42][CH2:43][CH2:44][CH2:45][CH2:46][CH2:47][CH2:48][CH2:49][CH2:50][CH2:51][CH2:52][CH2:53][CH2:54][CH2:55][CH3:56])[CH2:21][CH2:22][CH2:23][CH2:24][CH2:25][CH2:26][CH2:27][CH2:28][CH2:29][CH2:30][CH2:31][CH2:32][CH2:33][CH2:34][CH2:35][CH2:36][CH3:37].CN(C)C=O>O>[CH2:39]([N:38]([CH2:20][CH2:21][CH2:22][CH2:23][CH2:24][CH2:25][CH2:26][CH2:27][CH2:28][CH2:29][CH2:30][CH2:31][CH2:32][CH2:33][CH2:34][CH2:35][CH2:36][CH3:37])[C:2]1[CH:7]=[CH:6][C:5]([N+:8]([O-:10])=[O:9])=[CH:4][C:3]=1[N+:11]([O-:13])=[O:12])[CH2:40][CH2:41][CH2:42][CH2:43][CH2:44][CH2:45][CH2:46][CH2:47][CH2:48][CH2:49][CH2:50][CH2:51][CH2:52][CH2:53][CH2:54][CH2:55][CH3:56] |f:1.2.3|. Procedure: A mixture of 1-chloro-2,4-dinitrobenzene (Aldrich, 2.02 g, 10 mmol), sodium carbonate (1.27 g, 12 mmol), dioctadecylamine (Pfaltz & Bauer, 6.26 g, 12 mmol) and dry dimethylformamide (10 mL) was heated to 80°-90° C. under a nitrogen atmosphere for 1 h. The cooled mixture was diluted with water and extracted with ether. The extracts were washed with water and dried over magnesium sulfate. The solvent was removed and the solid recrystallized to give N,N-dioctadecyl-2,4-dinitrobenzenamine (6.0 g, 87...